This data is from the Open Reaction Database (ORD), a public repository of structured organic reaction records. The task is: describe an organic reaction: reactants, conditions, products, and yield Starting materials: O.C1(=CC=C(C=C1)S(=O)(=O)O)C (p-Toluenesulfonic acid monohydrate), C(C=C)[C@@]1(C(N([C@@H]([C@H](C1)C1=CC(=CC=C1)Cl)C1=CC(=C(C=C1)Cl)F)[C@H](CO)C1CC1)=O)C ((3S,5R,6S)-3-allyl-6-(4-chloro-3-fluorophenyl)-5-(3-chlorophenyl)-1-((S)-1-cyclopropyl-2-hydroxyethyl)-3-methylpiperidin-2-one). Run in C1(=CC=CC=C1)C (toluene). Reaction conditions: time 4 hour. The product is CC1=CC=C(C=C1)S(=O)(=O)[O-].C(C=C)[C@@]1(C2=[N+]([C@@H]([C@H](C1)C1=CC(=CC=C1)Cl)C1=CC(=C(C=C1)Cl)F)[C@H](CO2)C2CC2)C ((3S,5S,6R,8S)-8-Allyl-5-(4-chloro-3-fluorophenyl)-6-(3-chlorophenyl)-3-cyclopropyl-8-methyl-2,3,5,6,7,8-hexahydrooxazolo[3,2-α]pyridin-4-ium 4-methylbenzenesulfonate). Reaction SMILES: O.[C:2]1([CH3:12])[CH:7]=[CH:6][C:5]([S:8]([OH:11])(=[O:10])=[O:9])=[CH:4][CH:3]=1.[CH2:13]([C@@:16]1([CH3:44])[CH2:21][C@H:20]([C:22]2[CH:27]=[CH:26][CH:25]=[C:24]([Cl:28])[CH:23]=2)[C@@H:19]([C:29]2[CH:34]=[CH:33][C:32]([Cl:35])=[C:31]([F:36])[CH:30]=2)[N:18]([C@@H:37]([CH:40]2[CH2:42][CH2:41]2)[CH2:38][OH:39])[C:17]1=O)[CH:14]=[CH2:15]>C1(C)C=CC=CC=1>[CH3:12][C:2]1[CH:3]=[CH:4][C:5]([S:8]([O-:11])(=[O:10])=[O:9])=[CH:6][CH:7]=1.[CH2:13]([C@@:16]1([CH3:44])[CH2:21][C@H:20]([C:22]2[CH:27]=[CH:26][CH:25]=[C:24]([Cl:28])[CH:23]=2)[C@@H:19]([C:29]2[CH:34]=[CH:33][C:32]([Cl:35])=[C:31]([F:36])[CH:30]=2)[N+:18]2[C@@H:37]([CH:40]3[CH2:42][CH2:41]3)[CH2:38][O:39][C:17]1=2)[CH:14]=[CH2:15] |f:0.1,4.5|. Reported procedure: p-Toluenesulfonic acid monohydrate (30.3 g, 159 mmol, Aldrich, St. Louis, Mo.) was added to a solution of (3S,5R,6S)-3-allyl-6-(4-chloro-3-fluorophenyl)-5-(3-chlorophenyl)-1-((S)-1-cyclopropyl-2-hydroxyethyl)-3-methylpiperidin-2-one (73.6 g, 154 mmol) in toluene (386 mL). The reaction mixture was heated at reflux using a Dean-Stark apparatus. After 4 hours, the reaction was cooled and concentrated under reduced pressure to provide the title compound as a pale yellow syrup. The crude product was ... The reactants are CCCCCC.C(C)(=O)OCC (hexane ethyl acetate), COC1OC(CC1)OC (2,5-dimethoxytetrahydrofuran), NC=1C=C(C(=O)OC)C(=CC1)C (methyl 3-amino-6-methylbenzoate). Solvent: C(C)(=O)O (acetic acid). Yields the product N1(C=CC=C1)C=1C=C(C(=O)OC)C(=CC1)C (methyl 3-(1-pyrrolyl)-6-methylbenzoate). The yield is 89.9%. Reaction SMILES: [NH2:1][C:2]1[CH:3]=[C:4]([C:9]([CH3:12])=[CH:10][CH:11]=1)[C:5]([O:7][CH3:8])=[O:6].CO[CH:15]1[CH2:19][CH2:18][CH:17](OC)O1.CCCCCC.C(OCC)(=O)C>C(O)(=O)C>[N:1]1([C:2]2[CH:3]=[C:4]([C:9]([CH3:12])=[CH:10][CH:11]=2)[C:5]([O:7][CH3:8])=[O:6])[CH:15]=[CH:19][CH:18]=[CH:17]1 |f:2.3|. Reported procedure: 158 mg of methyl 3-amino-6-methylbenzoate was dissolved in 3 ml of acetic acid, and 139 mg of 2,5-dimethoxytetrahydrofuran was added. The mixture was heated under reflux for 1 hour. The reaction mixture was evaporated to dryness under reduced pressure. The residue was purified by silica gel column chromatography Wakogel C-200, 10 g; eluting solvent: hexane/ethyl acetate=10/1) to give 185 mg (yield 87%) of methyl 3-(1-pyrrolyl)-6-methylbenzoate, m.p. 56°-57° C. The reactants are BrC=1C=C(N)C=C(C1)C(F)(F)F (3-bromo-5-trifluoromethylaniline), CN(CC#C)C (1-dimethylamino-2-propyne). Reagents/catalysts: Cl[Pd]([P](C1=CC=CC=C1)(C2=CC=CC=C2)C3=CC=CC=C3)([P](C4=CC=CC=C4)(C5=CC=CC=C5)C6=CC=CC=C6)Cl (PdCl2(PPh3)2), [Cu]I (CuI). The solvent is TEA. Conditions: temperature 100 celsius. Product: NC=1C=C(C=C(C1)C(F)(F)F)CC#CN(C)C ({3-[3-amino-5-(trifluoromethyl)phenyl]propynyl}dimethylamine). RXN SMILES: Br[C:2]1[CH:3]=[C:4]([CH:6]=[C:7]([C:9]([F:12])([F:11])[F:10])[CH:8]=1)[NH2:5].[CH3:13][N:14]([CH3:18])[CH2:15][C:16]#[CH:17]>Cl[Pd](Cl)([P](C1C=CC=CC=1)(C1C=CC=CC=1)C1C=CC=CC=1)[P](C1C=CC=CC=1)(C1C=CC=CC=1)C1C=CC=CC=1.[Cu]I>[NH2:5][C:4]1[CH:3]=[C:2]([CH2:17][C:16]#[C:15][N:14]([CH3:18])[CH3:13])[CH:8]=[C:7]([C:9]([F:12])([F:11])[F:10])[CH:6]=1 |^1:21,40|. Procedure: A mixture of 3-bromo-5-trifluoromethylaniline (1.4 g, 5.9 mmol), 1-dimethylamino-2-propyne (1.3 mL, 0.76 mmol), PdCl2(PPh3)2 (0.26 g, 0.29 mmol) and CuI (114 mg, 0.60 mmol) in 10 mL of TEA was heated at 100° C. in a sealed tube for 3 h. The resulting mixture was filtered over Celite®. The filtrate was concentrated, and the residue was purified by prep-HPLC (reverse phase) to give the aniline. MS (ES+): 243 (M+H)+; (ES−): 241 (M−H)−. Calc'd C12H13F3N2—242.24. The reactants are C(C)(=O)O[C@H]1[C@@H](O[C@@H]([C@H]1OC(C)=O)C1=CC(=NO1)COC(C)=O)N1C2=NC(=NC(=C2N=C1)NC1=C(C=C(C=C1)Cl)F)Cl ((2R,3R,4R,5S)4-(acetyloxy)-5-{3-[(acetyloxy)methyl]isoxazol-5-yl}-2-[2-chloro-6-(4-chloro-2-fluoroanilino)-9H-purin-9-yl]tetrahydrofuran-3-yl acetate), C(C)(C)(C)N (tert-butylamine). Run in CO (methanol). Reaction conditions: time 3 hour. Product: ClC1=NC(=C2N=CN(C2=N1)[C@@H]1O[C@@H]([C@H]([C@H]1O)O)C1=CC(=NO1)CO)NC1=C(C=C(C=C1)Cl)F ((2R,3R,4S,5S)-2-[2-chloro-6-(4-chloro-2-fluoroanilino)-9H-Purin-9-yl]-5-[3-(hydroxymethyl)isoxazol-5-yl]tetrahydrofuran-3,4-diol). Yield: 77.3%. As a reaction SMILES: C([O:4][C@@H:5]1[C@H:9]([O:10]C(=O)C)[C@@H:8]([C:14]2[O:18][N:17]=[C:16]([CH2:19][O:20]C(=O)C)[CH:15]=2)[O:7][C@H:6]1[N:24]1[CH:32]=[N:31][C:30]2[C:25]1=[N:26][C:27]([Cl:42])=[N:28][C:29]=2[NH:33][C:34]1[CH:39]=[CH:38][C:37]([Cl:40])=[CH:36][C:35]=1[F:41])(=O)C.C(N)(C)(C)C>CO>[Cl:42][C:27]1[N:26]=[C:25]2[C:30]([N:31]=[CH:32][N:24]2[C@H:6]2[C@H:5]([OH:4])[C@H:9]([OH:10])[C@@H:8]([C:14]3[O:18][N:17]=[C:16]([CH2:19][OH:20])[CH:15]=3)[O:7]2)=[C:29]([NH:33][C:34]2[CH:39]=[CH:38][C:37]([Cl:40])=[CH:36][C:35]=2[F:41])[N:28]=1. Reported procedure: To (2R,3R,4R,5S)4-(acetyloxy)-5-{3-[(acetyloxy)methyl]isoxazol-5-yl}-2-[2-chloro-6-(4-chloro-2-fluoroanilino)-9H-purin-9-yl]tetrahydrofuran-3-yl acetate (4.02 mg) in methanol (2 ml) at 0° C. was added tert-butylamine (0.012 ml), and the mixture was allowed to stand at 0° C. for 3 h. The solvent was evaporated in vacuo to furnish the title compound as a yellow gum (2.48 mg). Reactants: CN1C(NCC1C(=O)OC)=O (methyl 3-methyl-2-oxo-4-imidazolidinecarboxylate), ice water, [H-].[Na+] (sodium hydride), Br.BrCC1=NC=CC=C1 (2-(bromomethyl)pyridine hydrobromide). Solvent: CN1C(CCC1)=O (N-methyl-2-pyrrolidinone), CN1C(CCC1)=O (N-methyl-2-pyrrolidinone). Reaction conditions: temperature 0 celsius, time 20 hour. Yields the product CN1C(N(CC1C(=O)OC)CC1=NC=CC=C1)=O (methyl 3-methyl-2-oxo-1-(2-pyridinylmethyl)-4-imidazolidinecarboxylate). Yield: 25.4%. As a reaction SMILES: [H-].[Na+].[CH3:3][N:4]1[CH:8]([C:9]([O:11][CH3:12])=[O:10])[CH2:7][NH:6][C:5]1=[O:13].Br.Br[CH2:16][C:17]1[CH:22]=[CH:21][CH:20]=[CH:19][N:18]=1>CN1CCCC1=O>[CH3:3][N:4]1[CH:8]([C:9]([O:11][CH3:12])=[O:10])[CH2:7][N:6]([CH2:16][C:17]2[CH:22]=[CH:21][CH:20]=[CH:19][N:18]=2)[C:5]1=[O:13] |f:0.1,3.4|. Procedure details: A suspension of sodium hydride (240 mg, 6 mmol, 60% dispersion in oil) in N-methyl-2-pyrrolidinone (6 ml) was stirred at 0° C. under argon. A solution of methyl 3-methyl-2-oxo-4-imidazolidinecarboxylate (474 mg, 3 mmol) (prepared as described in step (ii) of Example 8) in N-methyl-2-pyrrolidinone (3 ml) was added dropwise over 10 minutes. The reaction was stirred at 0° C. for 15 minutes and 2-(bromomethyl)pyridine hydrobromide (835 mg, 3.3 mmol) was added portionwise over 5 minutes. The mixture ... Reactants: C=O (paraformaldehyde), Cl.NO (hydroxylamine hydrochloride), C(C)(=O)[O-].[K+] (potassium acetate), diazonium, C=O (paraformaldehyde), C(C)(=O)[O-].[K+] (potassium acetate), [Na] (sodium), N(=O)[O-].[Na+] (NaNO2), Cl.CC1=C(N)C(=CC(=C1)C(C)C)C (2,6-dimethyl-4-isopropylaniline hydrochloride), C(C)(=O)[O-].[K+] (Potassium acetate). Reagents/catalysts: S(=O)(=O)([O-])[O-].[Cu+2] (copper sulfate). Run in O (water), Cl (HCl), O (water), O (water), Cl (HCl). Run at temperature 0 celsius, time 1.5 hour. The product is CC1=C(C=O)C(=CC(=C1)C(C)C)C (2,6-Dimethyl-4-isopropylbenzaldehyde). The yield is 16.3%. As a reaction SMILES: N([O-])=O.[Na+].Cl.[CH3:6][C:7]1[CH:13]=[C:12]([CH:14]([CH3:16])[CH3:15])[CH:11]=[C:10]([CH3:17])[C:8]=1N.[C:18]([O-])(=[O:20])C.[K+].C=O.Cl.NO.[Na]>O.Cl.S([O-])([O-])(=O)=O.[Cu+2]>[CH3:6][C:7]1[CH:13]=[C:12]([CH:14]([CH3:16])[CH3:15])[CH:11]=[C:10]([CH3:17])[C:8]=1[CH:18]=[O:20] |f:0.1,2.3,4.5,7.8,12.13,^1:27|. Procedure details: A solution of NaNO2(1.75 g, 25 mmol) in water (4 mL) was added to a stirred solution of 2,6-dimethyl-4-isopropylaniline hydrochloride (Schubert, W. M. et al. J. Amer. Chem. Soc. 1954, 76:1) (5 g, 25 mmol) in concentrated HCl (4.5 mL) at 0° C. The mixture was allowed to stir at 0° C. for 1.5 hours. Potassium acetate (6 g) was then added. At the same time, a solution of paraformaldehyde (1.15 g), hydroxylamine hydrochloride (2.63 g, 37.84 mmol) and potassium acetate (5.1 g) in water (17 mL) was he...